Dataset: the Open Reaction Database (ORD), a public repository of structured organic reaction records. Task: describe an organic reaction: reactants, conditions, products, and yield Starting materials: [H-].[Na+] (sodium hydride), C(=O)=O (CO2), C1(=CC=CC=C1)NC1=CC=CC=C1 (diphenylamine), [H][H] (hydrogen). The solvent is O1CCCC1 (tetrahydrofuran), O1CCCC1 (tetrahydrofuran). The product is C1(=CC=CC=C1)N(C([O-])=O)C1=CC=CC=C1.[Na+] (sodium N, N-diphenylcarbamate). The yield is 90.0%. As a reaction SMILES: [C:1]1([NH:7][C:8]2[CH:13]=[CH:12][CH:11]=[CH:10][CH:9]=2)[CH:6]=[CH:5][CH:4]=[CH:3][CH:2]=1.[H-].[Na+:15].[H][H].[C:18](=[O:20])=[O:19]>O1CCCC1>[C:8]1([N:7]([C:1]2[CH:2]=[CH:3][CH:4]=[CH:5][CH:6]=2)[C:18](=[O:19])[O-:20])[CH:9]=[CH:10][CH:11]=[CH:12][CH:13]=1.[Na+:15] |f:1.2,6.7|. Procedure details: A solution of 16.9 grams diphenylamine (0.1 mole) in 100 ml tetrahydrofuran was added, dropwise and with stirring, to a suspension of 4.2 grams sodium hydride (57% in mineral oil, washed with pentane) in 400 ml tetrahydrofuran. After the evolution of hydrogen had ceased, dry CO2 was passed through the solution for 30 minutes. Evaporation of the tetrahydrofuran afforded 21.2 grams (90%) of the sodium N, N-diphenylcarbamate, as a greyish solid, m.p. > 250° C. This compound had the following struct...